From a dataset of the Open Reaction Database (ORD), a public repository of structured organic reaction records. describe an organic reaction: reactants, conditions, products, and yield Starting materials: C(CCC)[Li] (n-butyllithium), C(C1=CC=CC=C1)OC[C@H]1C[C@@H]2C(=NOC2)CO1 ((3aR,5R)-5-[(benzyloxy)methyl]-3,3a,4,5-tetrahydro-7H-pyrano[3,4-c][1,2]oxazole), boron trifluoride-diethyl, BrC1=CC(=C(C=C1)F)I (4-bromo-1-fluoro-2-iodobenzene), [Cl-].[NH4+] (ammonium chloride). Solvent: C1(=CC=CC=C1)C (toluene). Reaction conditions: time 30 minute. The product is C(C1=CC=CC=C1)OC[C@H]1C[C@@H]2[C@@](NOC2)(CO1)C1=C(C=CC(=C1)Br)F ((3aR,5R,7aS)-5-[(benzyloxy)methyl]-7a-(5-bromo-2-fluorophenyl)hexahydro-1H-pyrano[3,4-c][1,2]oxazole). As a reaction SMILES: [CH2:1]([O:8][CH2:9][C@@H:10]1[O:18][CH2:17][C:13]2=[N:14][O:15][CH2:16][C@@H:12]2[CH2:11]1)[C:2]1[CH:7]=[CH:6][CH:5]=[CH:4][CH:3]=1.[Br:19][C:20]1[CH:25]=[CH:24][C:23]([F:26])=[C:22](I)[CH:21]=1.C([Li])CCC.[Cl-].[NH4+]>C1(C)C=CC=CC=1>[CH2:1]([O:8][CH2:9][C@@H:10]1[O:18][CH2:17][C@:13]2([C:24]3[CH:25]=[C:20]([Br:19])[CH:21]=[CH:22][C:23]=3[F:26])[NH:14][O:15][CH2:16][C@@H:12]2[CH2:11]1)[C:2]1[CH:7]=[CH:6][CH:5]=[CH:4][CH:3]=1 |f:3.4|. Procedure details: A solution of (3aR,5R)-5-[(benzyloxy)methyl]-3,3a,4,5-tetrahydro-7H-pyrano[3,4-c][1,2]oxazole (P1) (10.0 g, 40.4 mmol) in toluene (404 mL) was cooled down to −78° C. and then boron trifluoride-diethyl etherate (46.5%, 10.8 mL, 40.8 mmol) was added. The resulting solution was allowed to stir at the same temperature for 30 minutes, with fast stirring. After that time, 4-bromo-1-fluoro-2-iodobenzene (12.3 g, 40.8 mmol) was added to the reaction mixture, followed by the slow addition (temperature ne... The product is CN(C)C(=O)Cc1c(-c2ccccc2)nc2n(C)c3ccc(Cl)cc3n12. The reactants are CN(C)C(=O)C(O)c1c(-c2ccccc2)nc2n(C)c3ccc(Cl)cc3n12, ClCCl, O=S(Cl)Cl. Reaction SMILES: [Cl:1][c:2]1[cH:3][cH:4][c:5]2[c:6]([n:7]3[c:8]([n:9]2[CH3:10])[n:11][c:12](-[c:21]2[cH:22][cH:23][cH:24][cH:25][cH:26]2)[c:13]3[CH:14]([C:15](=[O:16])[N:17]([CH3:18])[CH3:19])[OH:20])[cH:27]1.[Cl:32][CH2:33][Cl:34].[S:28]([Cl:29])([Cl:30])=[O:31]>>[Cl:1][c:2]1[cH:3][cH:4][c:5]2[c:6]([n:7]3[c:8]([n:9]2[CH3:10])[n:11][c:12](-[c:21]2[cH:22][cH:23][cH:24][cH:25][cH:26]2)[c:13]3[CH2:14][C:15](=[O:16])[N:17]([CH3:18])[CH3:19])[cH:27]1. The reactants are ClC=1C=C(C=CC1)C1=CC(=CC=C1OC)SC1=CC=C(C=C1)NC(=O)NCC (1-[4-(3′-Chloro-6-methoxy-biphenyl-3-ylsulfanyl)-phenyl]-3-ethyl urea), OO (hydrogen peroxide), OO (hydrogen peroxide). Solvent: C(C)(=O)O (acetic acid), C(C)(=O)O (acetic acid). Run at time 1 hour. Product: ClC=1C=C(C=CC1)C1=CC(=CC=C1OC)S(=O)C1=CC=C(C=C1)NC(=O)NCC (1-[4-(3′-Chloro-6-methoxy-biphenyl-3-sulfinyl)-phenyl]-3-ethyl urea). The yield is 68.0%. RXN SMILES: [OH:1]O.[Cl:3][C:4]1[CH:5]=[C:6]([C:10]2[C:15]([O:16][CH3:17])=[CH:14][CH:13]=[C:12]([S:18][C:19]3[CH:24]=[CH:23][C:22]([NH:25][C:26]([NH:28][CH2:29][CH3:30])=[O:27])=[CH:21][CH:20]=3)[CH:11]=2)[CH:7]=[CH:8][CH:9]=1>C(O)(=O)C>[Cl:3][C:4]1[CH:5]=[C:6]([C:10]2[C:15]([O:16][CH3:17])=[CH:14][CH:13]=[C:12]([S:18]([C:19]3[CH:24]=[CH:23][C:22]([NH:25][C:26]([NH:28][CH2:29][CH3:30])=[O:27])=[CH:21][CH:20]=3)=[O:1])[CH:11]=2)[CH:7]=[CH:8][CH:9]=1. Procedure details: A solution of 10% v/v 30% aqueous hydrogen peroxide (w/w) (1 mL) in glacial acetic acid (9 mL) was made. To a slurry of the above compound (P-448) (41.3 mg, 0.100 mmol) in acetic acid (300 uL) was added the hydrogen peroxide solution (96.7 uL, 0.100 mmol hydrogen peroxide). The solution was stirred for 1 hour at room temperature. The solvent was removed under vacuum, and the residue purified by silica gel thin layer chromatography (eluting with 10% acetone in dichloromethane), triturated with di... Starting materials: CC(Cc1cccc(C=O)c1)N(CC(O[Si](C)(C)C(C)(C)C)c1ccc(OC(=O)OC(C)(C)C)c2[nH]c(=O)ccc12)C(=O)OC(C)(C)C, CO, N. Product: CC(Cc1cccc(C=O)c1)N(CC(O[Si](C)(C)C(C)(C)C)c1ccc(O)c2[nH]c(=O)ccc12)C(=O)OC(C)(C)C. As a reaction SMILES: [C:1]([O:2][C:3](=[O:4])[O:8][c:9]1[cH:10][cH:11][c:12]([CH:20]([CH2:21][N:22]([C:23]([O:24][C:25]([CH3:26])([CH3:27])[CH3:28])=[O:29])[CH:30]([CH2:31][c:32]2[cH:33][c:34]([CH:38]=[O:39])[cH:35][cH:36][cH:37]2)[CH3:40])[O:41][Si:42]([CH3:43])([CH3:44])[C:45]([CH3:46])([CH3:47])[CH3:48])[c:13]2[cH:14][cH:15][c:16](=[O:19])[nH:17][c:18]12)([CH3:5])([CH3:6])[CH3:7].[CH3:50][OH:51].[NH3:49]>>[OH:8][c:9]1[cH:10][cH:11][c:12]([CH:20]([CH2:21][N:22]([C:23]([O:24][C:25]([CH3:26])([CH3:27])[CH3:28])=[O:29])[CH:30]([CH2:31][c:32]2[cH:33][c:34]([CH:38]=[O:39])[cH:35][cH:36][cH:37]2)[CH3:40])[O:41][Si:42]([CH3:43])([CH3:44])[C:45]([CH3:46])([CH3:47])[CH3:48])[c:13]2[cH:14][cH:15][c:16](=[O:19])[nH:17][c:18]12.